The task is: describe an organic reaction: reactants, conditions, products, and yield. This data is from the Open Reaction Database (ORD), a public repository of structured organic reaction records. The reactants are [N+](=O)([O-])[O-].[K+] (potassium nitrate), C1CCCN2C(C3=C(CC12)C=CC=C3)=O (1,3,4,6,11,11a-Hexahydro-2H-benzo[b]quinolizin-6-one), [OH-].[NH4+] (ammonium hydroxide). Solvent: S(O)(O)(=O)=O (sulfuric acid). Run at time 8 hour. Product: [N+](=O)([O-])C1=CC2=C(CC3CCCCN3C2=O)C=C1 (8-Nitro-1,3,4,6,11,11a-hexahydro-2H-benzo[b]quinolizin-6-one). The yield is 91.6%. Reaction SMILES: [CH2:1]1[CH:10]2[N:5]([C:6](=[O:15])[C:7]3[CH:14]=[CH:13][CH:12]=[CH:11][C:8]=3[CH2:9]2)[CH2:4][CH2:3][CH2:2]1.[N+:16]([O-])([O-:18])=[O:17].[K+].[OH-].[NH4+]>S(=O)(=O)(O)O>[N+:16]([C:13]1[CH:12]=[CH:11][C:8]2[CH2:9][CH:10]3[N:5]([C:6](=[O:15])[C:7]=2[CH:14]=1)[CH2:4][CH2:3][CH2:2][CH2:1]3)([O-:18])=[O:17] |f:1.2,3.4|. Procedure: 1,3,4,6,11,11a-Hexahydro-2H-benzo[b]quinolizin-6-one (3.78 g, 18.7 mmol) was dissolved in concentrated sulfuric acid (50 ml) at 0° C., potassium nitrate (2.02 g, 20 mmol) was added and the reaction mixture was stirred overnight. The reaction mixture was poured onto ice (200 g) and was partially neutralized with concentrated ammonium hydroxide. The precipitate was collected and air-dried to give the title compound as a yellow solid (4.22 g, 92%), m.p. 137-42° C. The reactants are ClC=1C=C(C=CC1F)C1=C(N=C(S1)C(=O)N1CNC(C1)=O)C1=CC(=CC=C1)Cl (1-{[5-(3-Chloro-4-fluorophenyl)-4-(3-chlorophenyl)-1,3-thiazole-2-yl]carbonyl}imidazolidin-4-one), ClC=1C=C(C=CC1F)C1=C(N=C(S1)C(=O)O)C1=CC(=CC=C1)Cl (5-(3-Chloro-4-fluorophenyl)-4-(3-chlorophenyl)-1,3-thiazole-2-carboxylic acid). Yields the product ClC=1C=C(C=C(C1)F)C=1N=C(SC1C1=CC(=CC=C1)Cl)C(=O)N1CNC(C1)=O (1-{[4-(3-Chloro-5-fluorophenyl)-5-(3-chlorophenyl)-1,3-thiazole-2-yl]carbonyl}imidazolidin-4-one). As a reaction SMILES: [Cl:1][C:2]1[CH:3]=[C:4]([C:9]2[S:13][C:12]([C:14]([N:16]3[CH2:20][C:19](=[O:21])[NH:18][CH2:17]3)=[O:15])=[N:11][C:10]=2[C:22]2[CH:27]=[CH:26][CH:25]=[C:24]([Cl:28])[CH:23]=2)[CH:5]=[CH:6][C:7]=1F.ClC1C=C(C2SC(C(O)=O)=NC=2C2C=CC=C(Cl)C=2)C=CC=1[F:36]>>[Cl:28][C:24]1[CH:23]=[C:22]([C:10]2[N:11]=[C:12]([C:14]([N:16]3[CH2:20][C:19](=[O:21])[NH:18][CH2:17]3)=[O:15])[S:13][C:9]=2[C:4]2[CH:5]=[CH:6][CH:7]=[C:2]([Cl:1])[CH:3]=2)[CH:27]=[C:26]([F:36])[CH:25]=1. Reported procedure: The preparation of the title compound takes place in analogy to the synthesis of the compound from Example 4 starting with the compound from Example 11A. 4.5 mg (19% of theory) of the title compound are obtained. Reactants: ClCCl, Cc1c(C#N)cnn1-c1cc(OC(F)F)n(C)n1, O=S(=O)(Cl)Cl. The product is Cc1c(C#N)cnn1-c1nn(C)c(OC(F)F)c1Cl. Reaction SMILES: [CH2:24]([Cl:25])[Cl:26].[F:1][CH:2]([O:3][c:4]1[cH:5][c:6](-[n:10]2[n:11][cH:12][c:13]([C:16]#[N:17])[c:14]2[CH3:15])[n:7][n:8]1[CH3:9])[F:18].[S:19]([Cl:20])(=[O:21])([Cl:22])=[O:23]>>[F:1][CH:2]([O:3][c:4]1[c:5]([Cl:22])[c:6](-[n:10]2[n:11][cH:12][c:13]([C:16]#[N:17])[c:14]2[CH3:15])[n:7][n:8]1[CH3:9])[F:18]. Reactants: CCOC(=O)C1CCC(=O)C=C1C (Hagemann's ester), C(=C)C(=O)CC (ethyl vinyl ketone), CC1=CCC(CC1=O)C(=C)C (carvone), ClCCC(=O)OCC (ethyl 3-chloropropionate). The product is C(=O)(OCC)C12CCC(C=C2C=C(CC1)O)=O (4a-Carboethoxy-7-hydroxy-4,4a,5,6-tetrahydro-2(3H)-naphthalenone). RXN SMILES: [CH3:1][CH2:2][O:3][C:4]([CH:6]1[C:12]([CH3:13])=[CH:11][C:9](=[O:10])[CH2:8][CH2:7]1)=[O:5].CC1[C:20](=[O:21])[CH2:19][CH:18](C(C)=C)CC=1.ClCCC(OCC)=O.C(C(CC)=O)=C>>[C:4]([C:6]12[CH2:18][CH2:19][C:20]([OH:21])=[CH:13][C:12]1=[CH:11][C:9](=[O:10])[CH2:8][CH2:7]2)([O:3][CH2:2][CH3:1])=[O:5]. Reported procedure: This material is prepared according to the procedure for Preparation 6 wherein Hagemann's ester (ethyl 2-methyl-4-oxocyclohex-2-enyl-1-carboxylate) is substituted for carvone and ethyl 3-chloropropionate is substituted for ethyl vinyl ketone. Starting materials: C(C)OC(=O)C=1C=CC2=C(N=C(S2)CN(C)C)C1 (5-ethoxycarbonyl-2-dimethylaminomethylbenzothiazole), [H-].[Al+3].[Li+].[H-].[H-].[H-] (lithium aluminum hydride), Cl (hydrochloride), Br (hydrobromide). The solvent is O1CCCC1 (tetrahydrofuran). The product is NCCSCC=1C=CC2=C(N=C(S2)CN(C)C)C1 (5-[(2-aminoethyl)thiomethyl]-2-dimethylaminomethylbenzothiazole). Reaction SMILES: C(O[C:4]([C:6]1[CH:7]=[CH:8][C:9]2[S:13][C:12]([CH2:14][N:15]([CH3:17])[CH3:16])=[N:11][C:10]=2[CH:18]=1)=O)C.[H-].[Al+3].[Li+].[H-].[H-].[H-].Cl.Br>O1CCCC1>[NH2:15][CH2:14][CH2:12][S:13][CH2:4][C:6]1[CH:7]=[CH:8][C:9]2[S:13][C:12]([CH2:14][N:15]([CH3:16])[CH3:17])=[N:11][C:10]=2[CH:18]=1 |f:1.2.3.4.5.6|. Reported procedure: The benzothiazole derivative (1 g) was subjected to reduction with lithium aluminum hydride (0.6 g) in anhydrous tetrahydrofuran (15 ml). Then, the product was refluxed by heating for 6 hrs in an aqueous solution (7.2 ml) of cystheamine hydrochloride (0.43 g) and 47% hydrobromide to yield 5-[(2-aminoethyl)thiomethyl]-2-dimethylaminomethylbenzothiazole.2hydrobromide (1.52 g). Reaction conditions: temperature 2.5 celsius. As a reaction SMILES: [CH2:1]([O:3][C:4]([C:6]1[CH2:11][C@H:10]([NH:12][CH2:13][CH:14]=[CH2:15])[C@@H:9]([NH2:16])[C@H:8]([O:17][CH:18]([CH2:21][CH3:22])[CH2:19][CH3:20])[CH:7]=1)=[O:5])[CH3:2].[C:23](O)(=[O:25])[CH3:24].CS(O)(=O)=O.C(OC(=O)C)(=O)C>COC(C)(C)C.CCCCCC.O>[CH2:1]([O:3][C:4]([C:6]1[CH2:11][C@H:10]([NH:12][CH2:13][CH:14]=[CH2:15])[C@@H:9]([NH:16][C:23](=[O:25])[CH3:24])[C@H:8]([O:17][CH:18]([CH2:21][CH3:22])[CH2:19][CH3:20])[CH:7]=1)=[O:5])[CH3:2]. The yield is 83.0%. Yields the product C(C)OC(=O)C1=C[C@H]([C@@H]([C@H](C1)NCC=C)NC(C)=O)OC(CC)CC ((3R,4R,5S)-4-acetylamino-5-allylamino-3-(1-ethyl-propoxy)-cyclohex-1-enecarboxylic acid ethyl ester). Run in O (water), COC(C)(C)C (tert.-butyl methyl ether), COC(C)(C)C (tert.-butyl methyl ether), CCCCCC (n-hexane). Procedure details: In a 4 l 4-necked round bottom flask equipped with a thermometer, a mechanical stirrer, a Claisen condenser and an inert gas supply 278.0 g of (3R,4R,5S)-5-allylamino-4-amino-3-(1-ethyl-propoxy)-cyclohex-1-enecarboxylic acid ethyl ester obtained according to (d) were dissolved at room temperature with stirring under argon in 2800 ml of tert.-butyl methyl ether. From the red solution 1400 ml of tert.-butyl methyl ether were distilled. Again 1400 ml of tert.-butyl methyl ether were added and disti... Starting materials: C(C)OC(=O)C1=C[C@H]([C@@H]([C@H](C1)NCC=C)N)OC(CC)CC ((3R,4R,5S)-5-allylamino-4-amino-3-(1-ethyl-propoxy)-cyclohex-1-enecarboxylic acid ethyl ester), C(C)(=O)OC(C)=O (acetic anhydride), C(C)(=O)O (acetic acid), CS(=O)(=O)O (methanesulfonic acid). The reactants are [Al+3], [H-], [H-], [H-], [H-], [Li+], C1CCOC1, O, O=C1NCCSc2ccccc21. The product is c1ccc2c(c1)CNCCS2. Reaction SMILES: [Al+3:2].[H-:1].[H-:4].[H-:5].[H-:6].[Li+:3].[O:20]1[CH2:21][CH2:22][CH2:23][CH2:24]1.[OH2:19].[S:7]1[CH2:8][CH2:9][NH:10][C:11](=[O:18])[c:12]2[c:13]1[cH:14][cH:15][cH:16][cH:17]2>>[S:7]1[CH2:8][CH2:9][NH:10][CH2:11][c:12]2[c:13]1[cH:14][cH:15][cH:16][cH:17]2. The reactants are CCOC(=O)COc1ccccc1CCCOC, O=C(OC(=O)C(F)(F)F)C(F)(F)F, O=[N+]([O-])O. Yields the product CCOC(=O)COc1ccc([N+](=O)[O-])cc1CCCOC. RXN SMILES: [CH2:1]([CH3:2])[O:3][C:4]([CH2:5][O:6][c:7]1[c:8]([CH2:13][CH2:14][CH2:15][O:16][CH3:17])[cH:9][cH:10][cH:11][cH:12]1)=[O:18].[F:23][C:24]([F:25])([F:26])[C:27]([O:28][C:29](=[O:30])[C:31]([F:32])([F:33])[F:34])=[O:35].[OH:19][N+:20]([O-:21])=[O:22]>>[CH2:1]([CH3:2])[O:3][C:4]([CH2:5][O:6][c:7]1[c:8]([CH2:13][CH2:14][CH2:15][O:16][CH3:17])[cH:9][c:10]([N+:20](=[O:19])[O-:21])[cH:11][cH:12]1)=[O:18]. The reactants are C(C)(C)(C)OC(=O)NC1=C(C=CC(=C1)C(=O)OC)B(O)O (2-(tert-butoxycarbonylamino)-4-(methoxycarbonyl)phenylboronic acid), BrC=1C(=NC=CC1)C#N (3-bromopicolinonitrile), tetrakis(triphenyl-phosphine)palladium, C([O-])([O-])=O.[Na+].[Na+] (sodium carbonate), C1(=CC=CC=C1)C.C(C)O (toluene ethanol). Procedure details: A solution of 2-(tert-butoxycarbonylamino)-4-(methoxycarbonyl)phenylboronic acid (from the previous step) (1.0 eq.) and 3-bromopicolinonitrile (1.0 eq.), tetrakis(triphenyl-phosphine)palladium (5 mol %), and 2N aqueous sodium carbonate solution (2.0 eq.) in toluene/ethanol (2:1, 0.03 M) was stirred at 100° C. overnight. After cooling to ambient temperature, the reaction mixture was filtered to collect the precipitate. The precipitate was rinsed with EtOAc to give methyl 5-aminobenzo[f][1,7]napht... Reaction SMILES: C(OC([NH:8]C1C=C(C(OC)=O)C=CC=1B(O)O)=O)(C)(C)C.Br[C:23]1[C:24]([C:29]#[N:30])=[N:25][CH:26]=[CH:27][CH:28]=1.[C:31](=[O:34])([O-])[O-].[Na+].[Na+].[C:37]1([CH3:43])C=C[CH:40]=[CH:39][CH:38]=1.[CH2:44]([OH:46])[CH3:45]>>[NH2:8][C:29]1[C:24]2[N:25]=[CH:26][CH:27]=[CH:28][C:23]=2[C:38]2[CH:39]=[CH:40][C:45]([C:44]([O:34][CH3:31])=[O:46])=[CH:43][C:37]=2[N:30]=1 |f:2.3.4,5.6|. The product is NC1=NC2=C(C=3C=CC=NC13)C=CC(=C2)C(=O)OC (methyl 5-aminobenzo[f][1,7]naphthyridine-8-carboxylate). RXN SMILES: [NH2:1][C:2]1[C:7]([C:8]#[N:9])=[C:6]([C:10]2[CH:11]=[N:12][C:13]([O:16][CH2:17][C@@H:18]3[CH2:22][O:21]C(C)(C)[O:19]3)=[CH:14][CH:15]=2)[C:5]([C:25]#[N:26])=[C:4]([S:27][CH2:28][C:29]2[N:30]=[C:31]([C:34]3[CH:39]=[CH:38][C:37]([Cl:40])=[CH:36][CH:35]=3)[O:32][CH:33]=2)[N:3]=1.O>C(O)(=O)C>[NH2:1][C:2]1[C:7]([C:8]#[N:9])=[C:6]([C:10]2[CH:11]=[N:12][C:13]([O:16][CH2:17][C@@H:18]([OH:19])[CH2:22][OH:21])=[CH:14][CH:15]=2)[C:5]([C:25]#[N:26])=[C:4]([S:27][CH2:28][C:29]2[N:30]=[C:31]([C:34]3[CH:35]=[CH:36][C:37]([Cl:40])=[CH:38][CH:39]=3)[O:32][CH:33]=2)[N:3]=1. The solvent is C(C)(=O)O (acetic acid). Conditions: time 12 hour. The product is NC1=NC(=C(C(=C1C#N)C=1C=NC(=CC1)OC[C@H](CO)O)C#N)SCC=1N=C(OC1)C1=CC=C(C=C1)Cl (2′-Amino-6′-({[2-(4-chlorophenyl)-1,3-oxazol-4-yl]methyl}thio)-6-{[(2S)-2,3-dihydroxypropyl]-oxy}-3,4′-bipyridine-3′,5′-dicarbonitrile). Procedure: 95 mg (0.17 mmol) of the compound from example 32A are dissolved in 4 ml of acetic acid. 2 ml of water are then added. The reaction solution is stirred at RT for 12 h. The solvent is then removed on a rotary evaporator, and the residue is purified directly by preparative HPLC (column: YMC GEL ODS-AQ S-5/15 μm; mobile phase gradient: acetonitrile/water 10:90→95:5). If required, the product may be purified further by HPLC chromatography on a chiral phase [column: Daicel Chiralpak AS 10 μm, 250 mm×... The reactants are NC1=NC(=C(C(=C1C#N)C=1C=NC(=CC1)OC[C@H]1OC(OC1)(C)C)C#N)SCC=1N=C(OC1)C1=CC=C(C=C1)Cl (2′-Amino-6′-({[2-(4-chlorophenyl)-1,3-oxazol-4-yl]methyl}thio)-6-{[(4R)-2,2-dimethyl-1,3-dioxolan-4-yl]methoxy}-3,4′-bipyridine-3′,5′-dicarbonitrile), O (water).